From a dataset of the Open Reaction Database (ORD), a public repository of structured organic reaction records. describe an organic reaction: reactants, conditions, products, and yield The reactants are COC(C(C(=O)OC)=CNC1=NC=NC2=CC=C(C=C12)NC(C(CC)CC)=O)=O (dimethyl[[6-(2-ethylbutyramido)-4-quinazolinylamino]methylene]propanedioate), C1(=CC=CC=C1)OC1=CC=CC=C1 (diphenyl ether). The solvent is CCCCCC (Hexane). Reaction conditions: temperature 255 celsius. Product: O=C1C(=CN=C2N1C=NC=1C=CC(=CC21)NC(C(CC)CC)=O)C(=O)OC (methyl 4-oxo-10-(2-ethylbutyramido)-4H-pyrimido[1,2-C]quinazoline-3-carboxylate). Yield: 78.1%. RXN SMILES: [CH3:1][O:2][C:3](=[O:29])[C:4](=[CH:9][NH:10][C:11]1[C:20]2[C:15](=[CH:16][CH:17]=[C:18]([NH:21][C:22](=[O:28])[CH:23]([CH2:26][CH3:27])[CH2:24][CH3:25])[CH:19]=2)[N:14]=[CH:13][N:12]=1)[C:5](OC)=[O:6].C1(OC2C=CC=CC=2)C=CC=CC=1>CCCCCC>[O:6]=[C:5]1[N:12]2[CH:13]=[N:14][C:15]3[CH:16]=[CH:17][C:18]([NH:21][C:22](=[O:28])[CH:23]([CH2:26][CH3:27])[CH2:24][CH3:25])=[CH:19][C:20]=3[C:11]2=[N:10][CH:9]=[C:4]1[C:3]([O:2][CH3:1])=[O:29]. Reported procedure: A mixture of dimethyl[[6-(2-ethylbutyramido)-4-quinazolinylamino]methylene]propanedioate (5.3 g) and diphenyl ether (32 ml) was heated at 255° C. for 15 minutes and cooled to ambient temperature. Hexane was added to the reaction mixture. The resulting crystals were filtered off, washed with hexane and dried. The crude crystals were dissolved in a mixture of chloroform and methanol (10:1) under heating. Insoluble materials were removed by filtration. The filtrate was concentrated under reduced pr... Starting materials: BrC1=C(N=C(O1)C)C1=CC=2CCCCC2C=C1 (5-bromo-2-methyl-4-(5,6,7,8-tetrahydronaphthalen-2-yl)oxazole), O1CCCC1 (tetrahydrofuran), CCCCCC.C(CCC)[Li] (n-butyllithium hexane), C(=O)=O (CO2). The solvent is O (water). Conditions: temperature -78 celsius, time 10 minute. Yields the product CC=1OC(=C(N1)C1=CC=2CCCCC2C=C1)C(=O)O ([2-methyl-4-(5,6,7,8-tetrahydronaphthalen-2-yl)-5-oxazolyl]carboxylic acid). The yield is 76.0%. As a reaction SMILES: Br[C:2]1[O:6][C:5]([CH3:7])=[N:4][C:3]=1[C:8]1[CH:17]=[CH:16][C:15]2[CH2:14][CH2:13][CH2:12][CH2:11][C:10]=2[CH:9]=1.O1CCCC1.CCCCCC.C([Li])CCC.[C:34](=[O:36])=[O:35]>O>[CH3:7][C:5]1[O:6][C:2]([C:34]([OH:36])=[O:35])=[C:3]([C:8]2[CH:17]=[CH:16][C:15]3[CH2:14][CH2:13][CH2:12][CH2:11][C:10]=3[CH:9]=2)[N:4]=1 |f:2.3|. Procedure: To a mixed solution of 5-bromo-2-methyl-4-(5,6,7,8-tetrahydronaphthalen-2-yl)oxazole (11.0 g) and tetrahydrofuran (100 mL) was added dropwise a 1.6N n-butyllithium hexane solution (24 mL) at −78° C. under a nitrogen atmosphere. After stirring the reaction mixture at −78° C. for 10 min, CO2 gas was blown into the reaction mixture for 30 min. The reaction mixture was poured into water and washed with ether. The aqueous layer was acidified with conc. hydrochloric acid, and the mixture was extracted... Starting materials: CCCC(C(=O)OC)c1c(C)nc2cc(C(C)(C)C)nn2c1Cl, CCN(C(C)C)C(C)C, OB(O)c1ccc2[nH]ccc2c1. Reaction SMILES: [C:1]([CH3:2])([CH3:3])([CH3:4])[c:5]1[n:6][n:7]2[c:8]([n:9][c:10]([CH3:22])[c:11]([CH:14]([C:15](=[O:16])[O:17][CH3:18])[CH2:19][CH2:20][CH3:21])[c:12]2[Cl:13])[cH:23]1.[CH:36]([N:37]([CH:38]([CH3:39])[CH3:40])[CH2:41][CH3:42])([CH3:43])[CH3:44].[nH:24]1[cH:25][cH:26][c:27]2[cH:28][c:29]([B:33]([OH:34])[OH:35])[cH:30][cH:31][c:32]12>>[C:1]([CH3:2])([CH3:3])([CH3:4])[c:5]1[n:6][n:7]2[c:8]([n:9][c:10]([CH3:22])[c:11]([CH:14]([C:15](=[O:16])[O:17][CH3:18])[CH2:19][CH2:20][CH3:21])[c:12]2-[c:29]2[cH:28][c:27]3[cH:26][cH:25][nH:24][c:32]3[cH:31][cH:30]2)[cH:23]1. Yields the product CCCC(C(=O)OC)c1c(C)nc2cc(C(C)(C)C)nn2c1-c1ccc2[nH]ccc2c1. Reaction SMILES: [Al+3:17].[CH3:9][CH:10]1[CH2:11][CH2:12][C:13](=[O:14])[O:15]1.[Cl-:16].[Cl-:18].[Cl-:19].[ClH:20].[F:1][c:2]1[cH:3][cH:4][c:5]([F:6])[cH:7][cH:8]1>>[F:1][c:2]1[c:3]2[c:4]([c:5]([F:6])[cH:7][cH:8]1)[C:13](=[O:14])[CH2:12][CH2:11][CH:10]2[CH3:9]. The product is CC1CCC(=O)c2c(F)ccc(F)c21. Starting materials: [Al+3], CC1CCC(=O)O1, [Cl-], [Cl-], [Cl-], Cl, Fc1ccc(F)cc1. Reactants: BrC=1C=CC(=C(C1)C1=NC(=NC(=C1)Cl)N)OCCC (4-(5-bromo-2-propoxy-phenyl)-6-chloro-pyrimidin-2-ylamine), NC1=NC(=CC(=N1)C1=C(C=CC(=C1)Br)O)Cl (2-(2-amino-6-chloro-pyrimidin-4-yl)-4-bromo-phenol). Solvent: CC(C)O (2-propanol). Product: BrC=1C=CC(=C(C1)C1=NC(=NC(=C1)Cl)N)OC(C)C (4-(5-bromo-2-isopropoxy-phenyl)-6-chloro-pyrimidin-2-ylamine). Yield: 68.0%. RXN SMILES: [Br:1][C:2]1[CH:3]=[CH:4][C:5]([O:16][CH2:17][CH2:18]C)=[C:6]([C:8]2[CH:13]=[C:12]([Cl:14])[N:11]=[C:10]([NH2:15])[N:9]=2)[CH:7]=1.N[C:21]1N=C(C2C=C(Br)C=CC=2O)C=C(Cl)N=1>CC(O)C>[Br:1][C:2]1[CH:3]=[CH:4][C:5]([O:16][CH:17]([CH3:18])[CH3:21])=[C:6]([C:8]2[CH:13]=[C:12]([Cl:14])[N:11]=[C:10]([NH2:15])[N:9]=2)[CH:7]=1. Procedure details: Following the method described in Example 135 for the synthesis of 4-(5-bromo-2-propoxy-phenyl)-6-chloro-pyrimidin-2-ylamine, 2-(2-amino-6-chloro-pyrimidin-4-yl)-4-bromo-phenol and 2-propanol provided 4-(5-bromo-2-isopropoxy-phenyl)-6-chloro-pyrimidin-2-ylamine (68% yield). The reactants are COC1=CC=C(C(=O)NC2=C(C=CC(=C2)C2=CC=NC=C2)NC(OC(C)(C)C)=O)C=C1 (tert-Butyl 2-(4-methoxybenzamido)-4-(pyridin-4-yl)phenylcarbamate), OO (H2O2). Solvent: C(Cl)Cl (DCM). Conditions: time 2 hour. Yields the product C(C)(C)(C)OC(=O)NC1=C(C=C(C=C1)C1=CC=[N+](C=C1)[O-])NC(C1=CC=C(C=C1)OC)=O (4-(4-(tert-butoxycarbonylamino)-3-(4-methoxybenzamido)phenyl)pyridine 1-oxide). The yield is 61.4%. As a reaction SMILES: [CH3:1][O:2][C:3]1[CH:31]=[CH:30][C:6]([C:7]([NH:9][C:10]2[CH:15]=[C:14]([C:16]3[CH:21]=[CH:20][N:19]=[CH:18][CH:17]=3)[CH:13]=[CH:12][C:11]=2[NH:22][C:23](=[O:29])[O:24][C:25]([CH3:28])([CH3:27])[CH3:26])=[O:8])=[CH:5][CH:4]=1.[OH:32]O>C(Cl)Cl>[C:25]([O:24][C:23]([NH:22][C:11]1[CH:12]=[CH:13][C:14]([C:16]2[CH:17]=[CH:18][N+:19]([O-:32])=[CH:20][CH:21]=2)=[CH:15][C:10]=1[NH:9][C:7](=[O:8])[C:6]1[CH:30]=[CH:31][C:3]([O:2][CH3:1])=[CH:4][CH:5]=1)=[O:29])([CH3:28])([CH3:26])[CH3:27]. Reported procedure: A solution of compound 461 (0.55 g, 1.31 mmol) and ReO3Me (33 mg, 0.13 mmol) in DCM (10 mL) was stirred 5 min, 35% H2O2 (0.14 mL, 1.53 mmol) was added and the reaction was stirred at room temperature for 2 h. The reaction mixture was quenched with water, and AcOEt was added. The white precipitate was filtered and washed with AcOEt and MeOH (5 mL) to afford the title compound 462 (350 mg, 61%) as a white solid.